The task is: describe an organic reaction: reactants, conditions, products, and yield. This data is from the Open Reaction Database (ORD), a public repository of structured organic reaction records. Reactants: C(C1=CC=CC=C1)N1CCC(CC1)CN(C(C(F)(F)F)=O)[C@H]1[C@@H](C1)C1=CC=C(C(=O)O)C=C1 (4-(trans-2-(N-((1-benzylpiperidin-4-yl)methyl)-2,2,2-trifluoroacetamido)cyclopropyl)benzoic acid), [OH-].[Na+] (sodium hydroxide). The solvent is CO (methanol). Conditions: time 2 hour. The product is C(C1=CC=CC=C1)N1CCC(CC1)CN[C@H]1[C@@H](C1)C1=CC=C(C(=O)O)C=C1 (4-((trans)-2-(((1-Benzylpiperidin-4-yl)methyl)amino)cyclopropyl)benzoic acid). Yield: 63.3%. Reaction SMILES: [CH2:1]([N:8]1[CH2:13][CH2:12][CH:11]([CH2:14][N:15]([C@@H:22]2[CH2:24][C@H:23]2[C:25]2[CH:33]=[CH:32][C:28]([C:29]([OH:31])=[O:30])=[CH:27][CH:26]=2)C(=O)C(F)(F)F)[CH2:10][CH2:9]1)[C:2]1[CH:7]=[CH:6][CH:5]=[CH:4][CH:3]=1.[OH-].[Na+]>CO>[CH2:1]([N:8]1[CH2:13][CH2:12][CH:11]([CH2:14][NH:15][C@@H:22]2[CH2:24][C@H:23]2[C:25]2[CH:26]=[CH:27][C:28]([C:29]([OH:31])=[O:30])=[CH:32][CH:33]=2)[CH2:10][CH2:9]1)[C:2]1[CH:7]=[CH:6][CH:5]=[CH:4][CH:3]=1 |f:1.2|. Procedure: To a solution of 4-(trans-2-(N-((1-benzylpiperidin-4-yl)methyl)-2,2,2-trifluoroacetamido)cyclopropyl)benzoic acid (18 mg, 0.039 mmol) in methanol (1 mL) was added sodium hydroxide (1M, 0.5 mL, 0.500 mmol) and the mixture was stirred at room temperature for 2 h. The mixture was concentrated and the residue was purified using reverse-phase HPLC under the acidic conditions. The fractions containing the product were combined, treated with 1N HCl, and concentrated. The residue was dried under vacuum ... The reactants are COC(=O)C1CSC2=CC=CC=C2C1=O (4-Oxo-thiochroman-3-carboxylic acid methyl ester), C(#N)C1=CC=C(C=C1)NN (4-cyanophenylhydrazine), C(C(C)(C)C)(=O)O (pivalic acid). Product: O=C1C2=C(NN1C1=CC=C(C#N)C=C1)C=1C=CC=CC1SC2 (4-(3-oxo-1,4-dihydro-3H-thiochromeno[4,3-c]pyrazol-2-yl)-benzonitrile). The yield is 84.8%. Reaction SMILES: CO[C:3]([CH:5]1[C:14](=O)[C:13]2[C:8](=[CH:9][CH:10]=[CH:11][CH:12]=2)[S:7][CH2:6]1)=[O:4].[C:16]([C:18]1[CH:23]=[CH:22][C:21]([NH:24][NH2:25])=[CH:20][CH:19]=1)#[N:17].C(O)(=O)C(C)(C)C>>[O:4]=[C:3]1[N:24]([C:21]2[CH:22]=[CH:23][C:18]([C:16]#[N:17])=[CH:19][CH:20]=2)[NH:25][C:14]2[C:13]3[CH:12]=[CH:11][CH:10]=[CH:9][C:8]=3[S:7][CH2:6][C:5]1=2. Procedure details: 4-Oxo-thiochroman-3-carboxylic acid methyl ester (0.200 g, 0.90 mmol), 4-cyanophenylhydrazine (0.132 g, 0.99 mmol) together with a small amount of pivalic acid was heated at 118° C. in an oil bath under N2. After 1 h the mixture was cooled to room temperature and then triturated with ether. The precipitate was filtered and dried to yield 4-(3-oxo-1,4-dihydro-3H-thiochromeno[4,3-c]pyrazol-2-yl)-benzonitrile (0.233 g): 1H NMR (400 MHz, DMSO-d6) δ 8.06 (2H, d), 7.92 (2H, d), 7.80-7.83 (1H, m), 7.30...